Dataset: the Open Reaction Database (ORD), a public repository of structured organic reaction records. Task: describe an organic reaction: reactants, conditions, products, and yield The reactants are C1(CC1)NC(C1=CC(=C(C=C1)C)N1C(C2=CC(=CC=C2C=C1)O)=O)=O (N-Cyclopropyl-3-(7-hydroxy-1-oxoisoquinolin-2(1H)-yl)-4-methylbenzamide), C1(=CC=CC=C1)NS(=O)(=O)C(F)(F)F (N-phenyltrifluoromethanesulfonamide), C([O-])([O-])=O.[K+].[K+] (potassium carbonate). The solvent is C1CCOC1 (THF), C(C)(=O)OCC (ethyl acetate). Conditions: temperature 120 celsius. Yields the product FC(S(=O)(=O)OC1=CC=C2C=CN(C(C2=C1)=O)C1=C(C=CC(=C1)C(=O)NC1CC1)C)(F)F (2-{5-[(cyclopropylamino)carbonyl]-2-methylphenyl}-1-oxo-1,2-dihydroisoquinolin-7-yl trifluoromethanesulfonate). RXN SMILES: [CH:1]1([NH:4][C:5](=[O:25])[C:6]2[CH:11]=[CH:10][C:9]([CH3:12])=[C:8]([N:13]3[CH:22]=[CH:21][C:20]4[C:15](=[CH:16][C:17]([OH:23])=[CH:18][CH:19]=4)[C:14]3=[O:24])[CH:7]=2)[CH2:3][CH2:2]1.C1(N[S:33]([C:36]([F:39])([F:38])[F:37])(=[O:35])=[O:34])C=CC=CC=1.C(=O)([O-])[O-].[K+].[K+]>C1COCC1.C(OCC)(=O)C>[F:37][C:36]([F:39])([F:38])[S:33]([O:23][C:17]1[CH:16]=[C:15]2[C:20]([CH:21]=[CH:22][N:13]([C:8]3[CH:7]=[C:6]([C:5]([NH:4][CH:1]4[CH2:3][CH2:2]4)=[O:25])[CH:11]=[CH:10][C:9]=3[CH3:12])[C:14]2=[O:24])=[CH:19][CH:18]=1)(=[O:35])=[O:34] |f:2.3.4|. Reported procedure: N-Cyclopropyl-3-(7-hydroxy-1-oxoisoquinolin-2(1H)-yl)-4-methylbenzamide (250 mg), N-phenyltrifluoromethanesulfonamide (267 mg) and potassium carbonate (311 mg) were stirred in THF (6 ml) and heated under microwave irradiation (Personal Chemistry Emrys Optimizer with 300 W magnetron) at 120° C. for 10 minutes. The reaction mixture was diluted with ethyl acetate and washed with water (2×), brine, dried (magnesium sulfate) and concentrated. Purification by column chromatography with a gradient of i... Starting materials: C(#N)C=1C=CC2=C(C(CCCO2)CCBr)C1 (2-(2,3,4,5-tetrahydro-7-cyano-1-benzoxepin-5-yl)ethyl bromide), 2,3,4,5-tetrahydro-7-cyano-1-benzoexpin-5, triphenylethylphosphinium bromide, allyl, [H-].C(C(C)C)[Al+]CC(C)C (diisobutyl-aluminiumhydride), Cl.COC=1C=C(C=CC1OC)C1CCNCC1 (4-(3,4-dimethoxyphenyl)piperidine hydrochloride), C(=O)([O-])[O-].[K+].[K+] (K2CO3). The solvent is CC(=O)CC (ethyl methyl ketone). Reaction conditions: time 3 hour. The product is C(#N)C=1C=CC2=C(C(CCCO2)CCN2CCC(CC2)C2=CC(=C(C=C2)OC)OC)C1 (1-(2-(2,3,4,5-tetrahydro-7-cyano-1-benzoxepin-5-yl)ethyl)-4-(3,4-dimethoxyphenyl)piperidine). RXN SMILES: [C:1]([C:3]1[CH:4]=[CH:5][C:6]2[O:12][CH2:11][CH2:10][CH2:9][CH:8]([CH2:13][CH2:14]Br)[C:7]=2[CH:16]=1)#[N:2].[H-].C([Al+]CC(C)C)C(C)C.Cl.[CH3:28][O:29][C:30]1[CH:31]=[C:32]([CH:38]2[CH2:43][CH2:42][NH:41][CH2:40][CH2:39]2)[CH:33]=[CH:34][C:35]=1[O:36][CH3:37].C([O-])([O-])=O.[K+].[K+]>CC(CC)=O>[C:1]([C:3]1[CH:4]=[CH:5][C:6]2[O:12][CH2:11][CH2:10][CH2:9][CH:8]([CH2:13][CH2:14][N:41]3[CH2:40][CH2:39][CH:38]([C:32]4[CH:33]=[CH:34][C:35]([O:36][CH3:37])=[C:30]([O:29][CH3:28])[CH:31]=4)[CH2:43][CH2:42]3)[C:7]=2[CH:16]=1)#[N:2] |f:1.2,3.4,5.6.7|. Procedure: 3.6 g of 2-(2,3,4,5-tetrahydro-7-cyano-1-benzoxepin-5-yl)ethyl bromide [obtainable starting from 2,3,4,5-tetrahydro-7-cyano-1-benzoexpin-5-one [sic] by reaction with triphenylethylphosphinium bromide, subsequent bromination of the product in the allyl position and reduction of the isolated double bond with diisobutyl-aluminiumhydride (DIBAH)], 1 equivalent of 4-(3,4-dimethoxyphenyl)piperidine hydrochloride, 3.8 g of K2CO3 and 2.1 g of KI are dissolved in 120 ml of ethyl methyl ketone and the mix... Reactants: COc1ccc(-c2n[nH]c3c(Cl)cccc23)cc1, [H-], CCCCCI, [Na+]. As a reaction SMILES: [Cl:1][c:2]1[cH:3][cH:4][cH:5][c:6]2[c:7](-[c:11]3[cH:12][cH:13][c:14]([O:17][CH3:18])[cH:15][cH:16]3)[n:8][nH:9][c:10]12.[H-:19].[I:21][CH2:22][CH2:23][CH2:24][CH2:25][CH3:26].[Na+:20]>>[Cl:1][c:2]1[cH:3][cH:4][cH:5][c:6]2[c:7](-[c:11]3[cH:12][cH:13][c:14]([O:17][CH3:18])[cH:15][cH:16]3)[n:8][n:9]([CH2:22][CH2:23][CH2:24][CH2:25][CH3:26])[c:10]12. Product: CCCCCn1nc(-c2ccc(OC)cc2)c2cccc(Cl)c21. Reactants: CS(=O)(=O)C=1C=C(C=CC1)C1=CC=C(C=C1)C1=CC(=NN1CC(=O)OCC)C(F)(F)F (ethyl 2-(5-(3′-(methylsulfonyl)biphenyl-4-yl)-3-(trifluoromethyl)-1H-pyrazol-1-yl)acetate), [OH-].[Li+] (lithium hydroxide). The solvent is C1CCOC1 (THF), O (water). Conditions: time 2 hour. Yields the product crude product, CS(=O)(=O)C=1C=C(C=CC1)C1=CC=C(C=C1)C1=CC(=NN1CC(=O)O)C(F)(F)F (2-(5-(3′-(methylsulfonyl)-[1,1′-biphenyl]-4-yl)-3-(trifluoromethyl)-1H-pyrazol-1-yl)acetic acid). Yield: 117.8%. As a reaction SMILES: [CH3:1][S:2]([C:5]1[CH:6]=[C:7]([C:11]2[CH:16]=[CH:15][C:14]([C:17]3[N:21]([CH2:22][C:23]([O:25]CC)=[O:24])[N:20]=[C:19]([C:28]([F:31])([F:30])[F:29])[CH:18]=3)=[CH:13][CH:12]=2)[CH:8]=[CH:9][CH:10]=1)(=[O:4])=[O:3].[OH-].[Li+]>C1COCC1.O>[CH3:1][S:2]([C:5]1[CH:6]=[C:7]([C:11]2[CH:16]=[CH:15][C:14]([C:17]3[N:21]([CH2:22][C:23]([OH:25])=[O:24])[N:20]=[C:19]([C:28]([F:31])([F:29])[F:30])[CH:18]=3)=[CH:13][CH:12]=2)[CH:8]=[CH:9][CH:10]=1)(=[O:3])=[O:4] |f:1.2|. Procedure: To a stirred solution of 36 (1.3 g, 2.0 mmol) in THF (10.0 mL) at room temperature, was added a solution of lithium hydroxide (103 mg, 4.0 mmol) in water (10.0 mL) and stirring continued for 2 h. On completion, the solvent was removed and the reaction mixture diluted with water (20 mL) and washed with ether (30 mL×3). The aqueous layer was acidified with 1N HCl and extracted with 10% methanol in dichloromethane (50 mL×3). Combined organic layer was washed brine, dried over sodium sulphate and co... The reactants are C(C1=CC=CC=C1)OC1=C(C=CC(=C1)C(CCCCCC)(C)C)C1CC=CC(C1)=O (5-[2-benzyloxy-4-(1,1-dimethylheptyl)phenyl]-2-cyclohexen-1-one), [Cl-].[Na+] (sodium chloride), [C-]#N.[K+] (potassium cyanide), C(C)(=O)OCC (ethyl acetate), [C-]#N.[K+] (potassium cyanide). Solvent: O (water), C(C)O (ethanol), CCOCC (ether). The product is C(C1=CC=CC=C1)OC1=C(C=CC(=C1)C(CCCCCC)(C)C)[C@@H]1CC(C[C@H](C1)C#N)=O (Trans-3-[2-Benzyloxy-4-(1,1-dimethylheptyl)phenyl]-5-cyanocyclohexanone). Isolated yield 71.0%. Reaction SMILES: [CH2:1]([O:8][C:9]1[CH:14]=[C:13]([C:15]([CH3:23])([CH3:22])[CH2:16][CH2:17][CH2:18][CH2:19][CH2:20][CH3:21])[CH:12]=[CH:11][C:10]=1[CH:24]1[CH2:29][C:28](=[O:30])[CH:27]=[CH:26][CH2:25]1)[C:2]1[CH:7]=[CH:6][CH:5]=[CH:4][CH:3]=1.C(OCC)(=O)C.[C-:37]#[N:38].[K+].[Cl-].[Na+]>CCOCC.C(O)C.O>[CH2:1]([O:8][C:9]1[CH:14]=[C:13]([C:15]([CH3:22])([CH3:23])[CH2:16][CH2:17][CH2:18][CH2:19][CH2:20][CH3:21])[CH:12]=[CH:11][C:10]=1[C@H:24]1[CH2:25][C@H:26]([C:37]#[N:38])[CH2:27][C:28](=[O:30])[CH2:29]1)[C:2]1[CH:3]=[CH:4][CH:5]=[CH:6][CH:7]=1 |f:2.3,4.5|. Procedure: To a refluxing solution of 3.99 g. (9.87 mmole) of 5-[2-benzyloxy-4-(1,1-dimethylheptyl)phenyl]-2-cyclohexen-1-one in 6.65 ml. of ethyl acetate was added a hot solution of 800 mg. (11.9 mmole) of potassium cyanide in 2 ml. water and 2.3 ml. ethanol. The reaction was refluxed 2 hours and then another 2.74 mmole of potassium cyanide added. The reaction was refluxed one hour longer and then cooled and added to 400 ml. saturated sodium chloride-400 ml. ether. The ether extract was dried over magnesi... Starting materials: COC(=O)C(N)Cc1c[nH]c2ccccc12, ClCCl, O=Cc1ccc(O)cc1, O=C(O)C(F)(F)F. Product: COC(=O)C1Cc2c([nH]c3ccccc23)C(c2ccc(O)cc2)N1. RXN SMILES: [CH3:1][O:2][C:3]([CH:4]([NH2:5])[CH2:6][c:7]1[cH:8][nH:9][c:10]2[cH:11][cH:12][cH:13][cH:14][c:15]12)=[O:16].[Cl:33][CH2:34][Cl:35].[OH:17][c:18]1[cH:19][cH:20][c:21]([CH:22]=[O:23])[cH:24][cH:25]1.[OH:26][C:27]([C:28]([F:29])([F:30])[F:31])=[O:32]>>[CH3:1][O:2][C:3]([CH:4]1[NH:5][CH:22]([c:21]2[cH:20][cH:19][c:18]([OH:17])[cH:25][cH:24]2)[c:8]2[c:7]([c:15]3[c:10]([nH:9]2)[cH:11][cH:12][cH:13][cH:14]3)[CH2:6]1)=[O:16].